The task is: describe an organic reaction: reactants, conditions, products, and yield. This data is from the Open Reaction Database (ORD), a public repository of structured organic reaction records. Starting materials: C(C)(C)(C)OC(=O)N1CC(C1)C1=NNC(=N1)C1=NC=CC=C1 (3-(5-pyridin-2-yl-1H-[1,2,4]triazol-3-yl)-azetidine-1-carboxylic acid tert-butyl ester), Cl (HCl). Solvent: C(C)OCC (diethyl ether), CO (methanol), O1CCOCC1 (dioxane), C(C)OCC (diethyl ether). Conditions: time 8 hour. The product is Cl.N1CC(C1)C=1N=C(NN1)C1=NC=CC=C1 (2-(5-azetidin-3-yl-2H-[1,2,4]triazol-3-yl)-pyridine hydrochloride salt). As a reaction SMILES: C(OC([N:8]1[CH2:11][CH:10]([C:12]2[N:16]=[C:15]([C:17]3[CH:22]=[CH:21][CH:20]=[CH:19][N:18]=3)[NH:14][N:13]=2)[CH2:9]1)=O)(C)(C)C.[ClH:23]>O1CCOCC1.C(OCC)C.CO>[ClH:23].[NH:8]1[CH2:11][CH:10]([C:12]2[N:16]=[C:15]([C:17]3[CH:22]=[CH:21][CH:20]=[CH:19][N:18]=3)[NH:14][N:13]=2)[CH2:9]1 |f:5.6|. Procedure details: 3-(5-pyridin-2-yl-1H-[1,2,4]triazol-3-yl)-azetidine-1-carboxylic acid tert-butyl ester (3.13 g, 10.39 mmol) was suspended in a solution of HCl in dioxane (4M, 80 mL) and stirred at rt overnight. The reaction mixture was diluted with diethyl ether, filtered and the residue suspended in acetonitrile and stirred for 45 min at rt. The solid (hydroscopic) was isolated by filtration, partially dissolved in warm methanol and addition of diethyl ether resulted in precipitation of a yellow sticky solid w... Starting materials: solution, [OH-].[Na+] (sodium hydroxide), COC=1C=C2C(=CC=NC2=CC1OC)OC1=C(C(=C(C=C1)NC(COC1=C(C=CC=C1C)C)=O)C)C (N1-{4-[(6,7-Dimethoxy-4-quinolyl)oxy]-2,3-dimethylphenyl}-2-(2,6-dimethylphenoxy)acetamide), Cl (hydrochloric acid). Solvent: O1CCCC1 (tetrahydrofuran), O1CCCC1 (tetrahydrofuran). Conditions: temperature 0 celsius. Yields the product COC=1C=C2C(=CC=NC2=CC1OC)OC1=C(C(=C(C=C1)NCCOC1=C(C=CC=C1C)C)C)C (N-{4-[(6,7-Dimethoxy-4-quinolyl)oxy]-2,3-dimethylphenyl}-N-[2-(2,6-dimethylphenoxy)ethyl]amine). Isolated yield 79.8%. Reaction SMILES: [CH3:1][O:2][C:3]1[CH:4]=[C:5]2[C:10](=[CH:11][C:12]=1[O:13][CH3:14])[N:9]=[CH:8][CH:7]=[C:6]2[O:15][C:16]1[CH:21]=[CH:20][C:19]([NH:22][C:23](=O)[CH2:24][O:25][C:26]2[C:31]([CH3:32])=[CH:30][CH:29]=[CH:28][C:27]=2[CH3:33])=[C:18]([CH3:35])[C:17]=1[CH3:36].Cl.[OH-].[Na+]>O1CCCC1>[CH3:1][O:2][C:3]1[CH:4]=[C:5]2[C:10](=[CH:11][C:12]=1[O:13][CH3:14])[N:9]=[CH:8][CH:7]=[C:6]2[O:15][C:16]1[CH:21]=[CH:20][C:19]([NH:22][CH2:23][CH2:24][O:25][C:26]2[C:31]([CH3:32])=[CH:30][CH:29]=[CH:28][C:27]=2[CH3:33])=[C:18]([CH3:35])[C:17]=1[CH3:36] |f:2.3|. Procedure details: N1-{4-[(6,7-Dimethoxy-4-quinolyl)oxy]-2,3-dimethylphenyl}-2-(2,6-dimethylphenoxy)acetamide (200 mg) was dissolved in tetrahydrofuran (10 ml) to prepare a solution. A 1 M solution (1.3 ml) of a borane-tetrahydrofuran complex in tetrahydrofuran was then added to the solution, and the mixture was stirred with heating under reflux for 2 hr. The reaction solution was cooled to 0° C. and was adjusted to pH=1 by the addition of 1 N hydrochloric acid, followed by stirring with heating under reflux for 3...